From a dataset of the Open Reaction Database (ORD), a public repository of structured organic reaction records. describe an organic reaction: reactants, conditions, products, and yield Yields the product N#Cc1c(N)nc(NCCO)nc1N1CCc2ccccc2CC1. Starting materials: CS(=O)(=O)c1nc(N)c(C#N)c(N2CCc3ccccc3CC2)n1, NCCO, C1COCCO1. As a reaction SMILES: [NH2:1][c:2]1[n:3][c:4]([S:21]([CH3:22])(=[O:23])=[O:24])[n:5][c:6]([N:10]2[CH2:11][CH2:12][c:13]3[c:14]([cH:17][cH:18][cH:19][cH:20]3)[CH2:15][CH2:16]2)[c:7]1[C:8]#[N:9].[NH2:25][CH2:26][CH2:27][OH:28].[O:29]1[CH2:30][CH2:31][O:32][CH2:33][CH2:34]1>>[NH2:1][c:2]1[n:3][c:4]([NH:25][CH2:26][CH2:27][OH:28])[n:5][c:6]([N:10]2[CH2:11][CH2:12][c:13]3[c:14]([cH:17][cH:18][cH:19][cH:20]3)[CH2:15][CH2:16]2)[c:7]1[C:8]#[N:9].